Task: describe an organic reaction: reactants, conditions, products, and yield. Dataset: the Open Reaction Database (ORD), a public repository of structured organic reaction records RXN SMILES: Cl[C:2]1[N:7]=[N:6][C:5]([C:8]([N:10]2[CH2:15][CH2:14][N:13]([C:16]3[C:21]([CH3:22])=[CH:20][C:19]([CH:23]4[CH2:25][CH2:24]4)=[CH:18][N:17]=3)[CH2:12][CH2:11]2)=[O:9])=[CH:4][CH:3]=1.[CH3:26][N:27]1[CH2:31][CH2:30][NH:29][C:28]1=[O:32]>>[CH:23]1([C:19]2[CH:20]=[C:21]([CH3:22])[C:16]([N:13]3[CH2:14][CH2:15][N:10]([C:8]([C:5]4[N:6]=[N:7][C:2]([N:29]5[CH2:30][CH2:31][N:27]([CH3:26])[C:28]5=[O:32])=[CH:3][CH:4]=4)=[O:9])[CH2:11][CH2:12]3)=[N:17][CH:18]=2)[CH2:25][CH2:24]1. Product: C1(CC1)C=1C=C(C(=NC1)N1CCN(CC1)C(=O)C1=CC=C(N=N1)N1C(N(CC1)C)=O)C (1-{6-[4-(5-cyclopropyl-3-methylpyridin-2-yl)piperazine-1-carbonyl]pyridazin-3-yl}-3-methylimidazolidin-2-one). Reported procedure: Using (6-chloropyridazin-3-yl)[4-(5-cyclopropyl-3-methylpyridin-2-yl)piperazin-1-yl]methanone (179 mg) described in Preparation Example 233 and 1-methylimidazolidin-2-one (50 mg) and by the reaction and treatment in the same manner as in Example 536, the title compound (92 mg) was obtained. The yield is 43.7%. Starting materials: ClC1=CC=C(N=N1)C(=O)N1CCN(CC1)C1=NC=C(C=C1C)C1CC1 ((6-chloropyridazin-3-yl)[4-(5-cyclopropyl-3-methylpyridin-2-yl)piperazin-1-yl]methanone), CN1C(NCC1)=O (1-methylimidazolidin-2-one). The reactants are C([O-])([O-])=O.[K+].[K+] (potassium carbonate), OCCS(=O)(=O)C1=C(C=CC(=C1)[N+](=O)[O-])Cl (2-chloro-5-nitrophenyl hydroxyethyl sulfone), SCCO (2-mercaptoethanol). Solvent: O (water). Conditions: time 4 hour. Yields the product OCCS(=O)(=O)C1=C(C=CC(=C1)[N+](=O)[O-])SCCO (2-β-Hydroxyethylmercapto-5-nitrophenyl hydroxyethyl sulfone). Isolated yield 81.0%. RXN SMILES: C(=O)([O-])[O-].[K+].[K+].[OH:7][CH2:8][CH2:9][S:10]([C:13]1[CH:18]=[C:17]([N+:19]([O-:21])=[O:20])[CH:16]=[CH:15][C:14]=1Cl)(=[O:12])=[O:11].[SH:23][CH2:24][CH2:25][OH:26]>O>[OH:7][CH2:8][CH2:9][S:10]([C:13]1[CH:18]=[C:17]([N+:19]([O-:21])=[O:20])[CH:16]=[CH:15][C:14]=1[S:23][CH2:24][CH2:25][OH:26])(=[O:12])=[O:11] |f:0.1.2|. Reported procedure: 58.75 g of potassium carbonate are added at 22° C. to a suspension of 132.85 g of 2-chloro-5-nitrophenyl hydroxyethyl sulfone in 100 ml of water and 80 g of 2-mercaptoethanol in the course of 1.5 hours, and the mixture is stirred at room temperature for 4 hours. The reaction mixture is then filtrated with suction, and the filter residue is washed with water until neutral. Drying these gives 124.3 g of 2-β-hydroxyethylmercapto-5-nitrophenyl hydroxyethyl sulfone having a melting point of 116°-118°... Reactants: O1C(CN2CCN(CC2)C(C2=CC=C(C=C2)F)C2=CC=C(C=C2)F)C1 (1-[1-(2,3-epoxy)propyl]-4-[bis(4-fluorophenyl)methyl]piperazine), N (ammonia), teflon. Run in CCO (EtOH). The product is NCC(CN1CCN(CC1)C(C1=CC=C(C=C1)F)C1=CC=C(C=C1)F)O (1-Amino-3-[4-[bis(4-fluorophenyl)methyl]-1-piperazinyl]-2-propanol). Reaction SMILES: [O:1]1[CH2:25][CH:2]1[CH2:3][N:4]1[CH2:9][CH2:8][N:7]([CH:10]([C:18]2[CH:23]=[CH:22][C:21]([F:24])=[CH:20][CH:19]=2)[C:11]2[CH:16]=[CH:15][C:14]([F:17])=[CH:13][CH:12]=2)[CH2:6][CH2:5]1.[NH3:26]>CCO>[NH2:26][CH2:25][CH:2]([OH:1])[CH2:3][N:4]1[CH2:5][CH2:6][N:7]([CH:10]([C:11]2[CH:16]=[CH:15][C:14]([F:17])=[CH:13][CH:12]=2)[C:18]2[CH:19]=[CH:20][C:21]([F:24])=[CH:22][CH:23]=2)[CH2:8][CH2:9]1. Procedure details: A solution of 1-[1-(2,3-epoxy)propyl]-4-[bis(4-fluorophenyl)methyl]piperazine (8.9 g, 25.8 mmol) and liquid ammonia (20 mL) in EtOH (40 mL) was heated in a teflon reaction vessel in a bomb at 110° C. for 28 h. The solution was then evaporated to dryness to give about 10 g of a glass which was purified using flash chromatography on silica gel and increasing proportions of methanol in methylene chloride to give the product as an oil which solidified upon vacuum drying, 5.7 g (61%), mp 45°-47° C. I... The reactants are C(C1=CC=CC=C1)N1C(=CC=2C1=C(N=NC2)Cl)C (1-benzyl-7-chloro-2-methylpyrrolo[2,3-d]pyridazine), ice water, CC(C)([O-])C.[K+] (potassium tert-butoxide), FC1=CC=C(CO)C=C1 (4-fluorobenzyl alcohol). The solvent is CN1C(CCC1)=O (N-methylpyrrolidone), CN1C(CCC1)=O (N-methylpyrrolidone). Conditions: time 1 hour. Yields the product C(C1=CC=CC=C1)N1C(=CC=2C1=C(N=NC2)OCC2=CC=C(C=C2)F)C (1-Benzyl-7-(4-fluorobenzyloxy)-2-methylpyrrolo[2,3-d]pyridazine). Reaction SMILES: CC(C)([O-])C.[K+].[F:7][C:8]1[CH:15]=[CH:14][C:11]([CH2:12][OH:13])=[CH:10][CH:9]=1.[CH2:16]([N:23]1[C:27]2=[C:28](Cl)[N:29]=[N:30][CH:31]=[C:26]2[CH:25]=[C:24]1[CH3:33])[C:17]1[CH:22]=[CH:21][CH:20]=[CH:19][CH:18]=1>CN1CCCC1=O>[CH2:16]([N:23]1[C:27]2=[C:28]([O:13][CH2:12][C:11]3[CH:14]=[CH:15][C:8]([F:7])=[CH:9][CH:10]=3)[N:29]=[N:30][CH:31]=[C:26]2[CH:25]=[C:24]1[CH3:33])[C:17]1[CH:18]=[CH:19][CH:20]=[CH:21][CH:22]=1 |f:0.1|. Reported procedure: 32.65 g (291 mmol) of potassium tert-butoxide and 1.54 g (5.82 mmol) of [18]crown-6 (98% strength) are added successively to a solution of 21.8 g (173 mmol) of 4-fluorobenzyl alcohol in 150 ml of anhydrous N-methylpyrrolidone. This mixture is stirred at room temperature for 1 h. A solution of 15.0 g (58.2 mmol) of 1-benzyl-7-chloro-2-methylpyrrolo[2,3-d]pyridazine in 100 ml of anhydrous N-methylpyrrolidone is subsequently added dropwise in the course of 30 min. The mixture is stirred at room tem... Starting materials: C(C)(C)(C)OC(=O)NC(COC1=NOC2=C1C=C(C=C2)Cl)CC2=CC(=NO2)OS(=O)(=O)C2=CC=CC=C2 (3-[2-tert-butoxycarbonylamino-3-(3-benzenesulfonyloxy-5-isoxazolyl)propoxy]-5-chloro-1,2-benzoisoxazole), CO (methanol), N (ammonia), Cl (hydrochloric acid). Solvent: O1CCCC1 (tetrahydrofuran), C(C)(=O)OCC (ethyl acetate), O (Water). The product is C(C)(C)(C)OC(=O)NC(COC1=NOC2=C1C=C(C=C2)Cl)CC2=CC(=NO2)O (3-[2-tert-butoxycarbonylamino-3-(3-hydroxy-5-isoxazolyl)propoxy]-5-chloro-1,2-benzoisoxazole). Yield: 102.0%. Reaction SMILES: [C:1]([O:5][C:6]([NH:8][CH:9]([CH2:22][C:23]1[O:27][N:26]=[C:25]([O:28]S(C2C=CC=CC=2)(=O)=O)[CH:24]=1)[CH2:10][O:11][C:12]1[C:16]2[CH:17]=[C:18]([Cl:21])[CH:19]=[CH:20][C:15]=2[O:14][N:13]=1)=[O:7])([CH3:4])([CH3:3])[CH3:2].CO.N.Cl>O1CCCC1.C(OCC)(=O)C.O>[C:1]([O:5][C:6]([NH:8][CH:9]([CH2:22][C:23]1[O:27][N:26]=[C:25]([OH:28])[CH:24]=1)[CH2:10][O:11][C:12]1[C:16]2[CH:17]=[C:18]([Cl:21])[CH:19]=[CH:20][C:15]=2[O:14][N:13]=1)=[O:7])([CH3:4])([CH3:2])[CH3:3]. Procedure details: To a solution of 0.5 g of 3-[2-tert-butoxycarbonylamino-3-(3-benzenesulfonyloxy-5-isoxazolyl)propoxy]-5-chloro-1,2-benzoisoxazole in 4 ml of tetrahydrofuran is added 2.5 ml of a methanol solution (6N) of ammonia at room temperature, and they are subjected to reaction at the same temperature for 16 hours. Water and ethyl acetate are added to the reaction mixture, 1N hydrochloric acid is thereafter added to adjust the pH to 2, and after shaking, the organic layer is separated. The separated organi... Starting materials: CC(=O)Oc1ccc(N)c(CO)c1, CCOCC, O=CC(Cl)(Cl)Cl. The product is CC(=O)Oc1ccc2c(c1)COC(C(Cl)(Cl)Cl)N2. As a reaction SMILES: [C:1]([CH3:2])(=[O:3])[O:4][c:5]1[cH:6][cH:7][c:8]([NH2:13])[c:9]([CH2:10][OH:11])[cH:12]1.[CH3:20][CH2:21][O:22][CH2:23][CH3:24].[O:14]=[CH:15][C:16]([Cl:17])([Cl:18])[Cl:19]>>[C:1]([CH3:2])(=[O:3])[O:4][c:5]1[cH:6][cH:7][c:8]2[c:9]([cH:12]1)[CH2:10][O:11][CH:15]([C:16]([Cl:17])([Cl:18])[Cl:19])[NH:13]2.